Dataset: the Open Reaction Database (ORD), a public repository of structured organic reaction records. Task: describe an organic reaction: reactants, conditions, products, and yield Starting materials: CN(C)CCc1c[nH]c2ccc(Br)cc12, [C-]#N, [C-]#N, CC(C)(C)P(C(C)(C)C)C(C)(C)C, CN(C)C=O, O=C(C=Cc1ccccc1)C=Cc1ccccc1, O=C(C=Cc1ccccc1)C=Cc1ccccc1, O=C(C=Cc1ccccc1)C=Cc1ccccc1, O, [Pd], [Pd], [Zn+2], [Zn]. Yields the product CN(C)CCc1c[nH]c2ccc(C#N)cc12. As a reaction SMILES: [Br:1][c:2]1[cH:3][c:4]2[c:5]([CH2:11][CH2:12][N:13]([CH3:14])[CH3:15])[cH:6][nH:7][c:8]2[cH:9][cH:10]1.[C-:35]#[N:36].[C-:38]#[N:39].[C:21]([P:22]([C:23]([CH3:24])([CH3:25])[CH3:26])[C:27]([CH3:28])([CH3:29])[CH3:30])([CH3:31])([CH3:32])[CH3:33].[CH3:16][N:17]([CH3:18])[CH:19]=[O:20].[O:43]=[C:44]([CH:45]=[CH:46][c:47]1[cH:48][cH:49][cH:50][cH:51][cH:52]1)[CH:53]=[CH:54][c:55]1[cH:56][cH:57][cH:58][cH:59][cH:60]1.[O:61]=[C:62]([CH:63]=[CH:64][c:65]1[cH:66][cH:67][cH:68][cH:69][cH:70]1)[CH:71]=[CH:72][c:73]1[cH:74][cH:75][cH:76][cH:77][cH:78]1.[O:79]=[C:80]([CH:81]=[CH:82][c:83]1[cH:84][cH:85][cH:86][cH:87][cH:88]1)[CH:89]=[CH:90][c:91]1[cH:92][cH:93][cH:94][cH:95][cH:96]1.[OH2:34].[Pd:41].[Pd:42].[Zn+2:37].[Zn:40]>>[c:2]1([C:16]#[N:17])[cH:3][c:4]2[c:5]([CH2:11][CH2:12][N:13]([CH3:14])[CH3:15])[cH:6][nH:7][c:8]2[cH:9][cH:10]1. Reactants: C1COCCO1, COc1ccc(P2(=S)SP(=S)(c3ccc(OC)cc3)S2)cc1, O=C(NCc1ccc(F)cc1)c1ccc(CSc2c(Cl)ccc3c2CCNCC3)cc1. Product: Fc1ccc(CNC(=S)c2ccc(CSc3c(Cl)ccc4c3CCNCC4)cc2)cc1. RXN SMILES: [CH2:54]1[O:55][CH2:56][CH2:57][O:58][CH2:59]1.[CH3:32][O:33][c:34]1[cH:35][cH:36][c:37]([P:38]2(=[S:39])[S:40][P:42](=[S:43])([c:44]3[cH:45][cH:46][c:47]([O:48][CH3:49])[cH:50][cH:51]3)[S:41]2)[cH:52][cH:53]1.[Cl:1][c:2]1[c:3]([S:13][CH2:14][c:15]2[cH:16][cH:17][c:18]([C:21]([NH:22][CH2:23][c:24]3[cH:25][cH:26][c:27]([F:30])[cH:28][cH:29]3)=[O:31])[cH:19][cH:20]2)[c:4]2[c:5]([cH:11][cH:12]1)[CH2:6][CH2:7][NH:8][CH2:9][CH2:10]2>>[Cl:1][c:2]1[c:3]([S:13][CH2:14][c:15]2[cH:16][cH:17][c:18]([C:21]([NH:22][CH2:23][c:24]3[cH:25][cH:26][c:27]([F:30])[cH:28][cH:29]3)=[S:41])[cH:19][cH:20]2)[c:4]2[c:5]([cH:11][cH:12]1)[CH2:6][CH2:7][NH:8][CH2:9][CH2:10]2. As a reaction SMILES: Br[CH2:2][CH2:3][C:4]1[CH:9]=[CH:8][C:7]([N+:10]([O-:12])=[O:11])=[CH:6][CH:5]=1.[NH:13]1[CH2:18][CH2:17][O:16][CH2:15][CH2:14]1.C([O-])([O-])=O.[K+].[K+].O>CC(C)=O>[N+:10]([C:7]1[CH:8]=[CH:9][C:4]([CH2:3][CH2:2][N:13]2[CH2:18][CH2:17][O:16][CH2:15][CH2:14]2)=[CH:5][CH:6]=1)([O-:12])=[O:11] |f:2.3.4|. Run in CC(=O)C (acetone). Conditions: time 80 hour. Procedure: To a solution of 1-(2-bromoethyl)-4-nitrobenzene (460 mg, 2.0 mmol) in acetone (15 mL) was added morpholine (610 mg, 7.0 mmol) and 680 mg of K2CO3. The mixture was stirred for 80 hours at ambient temperature, and then poured into water. The aqueous mixture was extracted with ether. The organic layer was washed with brine, dried over MgSO4, and evaporated in vacuo to give 456 mg (1.93 mmol; 97%) of the title compound, which was converted to the appropriate amine by the method disclosed in Prepara... Yields the product [N+](=O)([O-])C1=CC=C(C=C1)CCN1CCOCC1 (4-[2-(4-Nitrophenyl)ethyl]morpholine). Starting materials: BrCCC1=CC=C(C=C1)[N+](=O)[O-] (1-(2-bromoethyl)-4-nitrobenzene), N1CCOCC1 (morpholine), C(=O)([O-])[O-].[K+].[K+] (K2CO3), O (water). Reactants: CCOC(C)=O, CN(C)C=O, CCN(C(C)C)C(C)C, O=C(O)CC1C=CCC1, Nc1c(F)cc(N2CCOCC2)cc1F. The product is O=C(CC1C=CCC1)Nc1c(F)cc(N2CCOCC2)cc1F. RXN SMILES: [CH3:34][CH2:35][O:36][C:37](=[O:38])[CH3:39].[CH3:40][N:41]([CH3:42])[CH:43]=[O:44].[CH:10]([N:11]([CH2:12][CH3:13])[CH:14]([CH3:15])[CH3:16])([CH3:17])[CH3:18].[CH:1]1([CH2:6][C:7](=[O:8])[OH:9])[CH:2]=[CH:3][CH2:4][CH2:5]1.[F:19][c:20]1[c:21]([NH2:33])[c:22]([F:32])[cH:23][c:24]([N:26]2[CH2:27][CH2:28][O:29][CH2:30][CH2:31]2)[cH:25]1>>[CH:1]1([CH2:6][C:7](=[O:9])[NH:33][c:21]2[c:20]([F:19])[cH:25][c:24]([N:26]3[CH2:27][CH2:28][O:29][CH2:30][CH2:31]3)[cH:23][c:22]2[F:32])[CH:2]=[CH:3][CH2:4][CH2:5]1. Starting materials: C(Cl)(Cl)Cl.CO (CHCl3 MeOH), C(=O)(O)[O-].[Na+] (NaHCO3), IC (iodomethane), C(C)(C)(C)OC(=O)N[C@H](C(=O)O)CC1=CC=C(C=C1)OC1=CC=C(C=C1)C=O ((S)-2-tert-butoxycarbonylamino-3-(4-(4-formylphenoxy)phenyl)-propanoic acid). The solvent is CN(C)C=O (DMF), C(C)(=O)OCC (ethyl acetate), O (water). Reaction conditions: time 15 minute. Product: COC([C@H](CC1=CC=C(C=C1)OC1=CC=C(C=C1)C=O)NC(=O)OC(C)(C)C)=O ((S)-2-tert-Butoxycarbonylamino-3-(4-(4-formylphenoxy)phenyl)-propanoic acid methyl ester). RXN SMILES: [C:1]([O:5][C:6]([NH:8][C@@H:9]([CH2:13][C:14]1[CH:19]=[CH:18][C:17]([O:20][C:21]2[CH:26]=[CH:25][C:24]([CH:27]=[O:28])=[CH:23][CH:22]=2)=[CH:16][CH:15]=1)[C:10]([OH:12])=[O:11])=[O:7])([CH3:4])([CH3:3])[CH3:2].[C:29]([O-])(O)=O.[Na+].IC.C(Cl)(Cl)Cl.CO>CN(C=O)C.O.C(OCC)(=O)C>[CH3:29][O:11][C:10](=[O:12])[C@@H:9]([NH:8][C:6]([O:5][C:1]([CH3:4])([CH3:2])[CH3:3])=[O:7])[CH2:13][C:14]1[CH:19]=[CH:18][C:17]([O:20][C:21]2[CH:26]=[CH:25][C:24]([CH:27]=[O:28])=[CH:23][CH:22]=2)=[CH:16][CH:15]=1 |f:1.2,4.5|. Reported procedure: Dissolve (S)-2-tert-butoxycarbonylamino-3-(4-(4-formylphenoxy)phenyl)-propanoic acid (2.97 Kg, 7.7 moles) in dry DMF (14.84 L). Add NaHCO3 (1.29 Kg, 15.4 moles) and iodomethane (6.56 Kg, 46.19 moles) under inert atmosphere and stirred at room temperature for 14 h. Check completion of the reaction by TLC (SiO2 gel, CHCl3-MeOH, 9:1). Poured the reaction mixture in water and stirred for 15 min. Add ethyl acetate (40 L). Oraganic layer was washed with brine and evaporated under reduced pressure. Yie...